From a dataset of the Open Reaction Database (ORD), a public repository of structured organic reaction records. describe an organic reaction: reactants, conditions, products, and yield Starting materials: [Na] (sodium), Cl.NC1=NCCC1 (2-amino-1-pyrroline hydrochloride), BrC1=CC=C(C=C1)N=C=O (4-bromophenyl isocyanate). Run in CC(=O)C (acetone), CC(=O)C (acetone). Product: BrC1=CC=C(C=C1)NC(=O)NC1=NCCC1 (1-(4-Bromophenyl)-3-(1-pyrrolin-2-yl)urea). As a reaction SMILES: [Na].Cl.[NH2:3][C:4]1[CH2:8][CH2:7][CH2:6][N:5]=1.[Br:9][C:10]1[CH:15]=[CH:14][C:13]([N:16]=[C:17]=[O:18])=[CH:12][CH:11]=1>CC(C)=O>[Br:9][C:10]1[CH:15]=[CH:14][C:13]([NH:16][C:17]([NH:3][C:4]2[CH2:8][CH2:7][CH2:6][N:5]=2)=[O:18])=[CH:12][CH:11]=1 |f:1.2,^1:0|. Reported procedure: Following a procedure similar to that described in Example 2 but using 4.6 g. sodium in 300 ml. dry acetone, 23.2 g. 2-amino-1-pyrroline hydrochloride and 38.9 g. 4-bromophenyl isocyanate in 200 ml. dry acetone, there was obtained after recrystallization from ethyl alcohol 10.8 g. of the hydrochloride of 1-(4-bromophenyl)-3-(1-pyrrolin-2-yl)urea; m.p. 221°-224° C. Starting materials: CS(=O)(=O)OCCN1C[C@H]([C@H](CC1)N=[N+]=[N-])O (cis(±) 2-(4-azido-3-hydroxypiperidin-1-yl)ethyl methanesulfonate), FC1=C2C=CC(NC2=CC(=C1)F)=O (5,7-Difluoroquinolin-2(1H)-one), CS(=O)(=O)OCCN1C[C@H]([C@H](CC1)N=[N+]=[N-])O (cis(±) 2-(4-azido-3-hydroxypiperidin-1-yl)ethyl methanesulfonate), C([O-])([O-])=O.[K+].[K+] (potassium carbonate), FC1=C2C=CC(NC2=CC(=C1)F)=O (5,7-Difluoroquinolin-2(1H)-one), [H-].[Na+] (sodium hydride), FC1=CC=C2C=CC(N(C2=C1F)CCN1CCC(CC1)NC(OC(C)(C)C)=O)=O (tert-butyl {1-[2-(7,8-difluoro-2-oxoquinolin-1(2H)-yl)ethyl]piperidin-4-yl}carbamate). Conditions: time 24 hour. Product: N(=[N+]=[N-])[C@@H]1[C@@H](CN(CC1)CCN1C(C=CC2=C(C=C(C=C12)F)F)=O)O (Cis(±)1-{2-[4-azido-3-hydroxypiperidin-1-yl]ethyl}-5,7-difluoroquinolin-2(1H)-one). As a reaction SMILES: [F:1][C:2]1[CH:11]=[C:10]([F:12])[CH:9]=[C:8]2[C:3]=1[CH:4]=[CH:5][C:6](=[O:13])[NH:7]2.[H-].[Na+].CS(O[CH2:21][CH2:22][N:23]1[CH2:28][CH2:27][C@H:26]([N:29]=[N+:30]=[N-:31])[C@H:25]([OH:32])[CH2:24]1)(=O)=O.FC1C(F)=C2C(C=CC(=O)N2CCN2CCC(NC(=O)OC(C)(C)C)CC2)=CC=1.C(=O)([O-])[O-].[K+].[K+]>>[N:29]([C@H:26]1[CH2:27][CH2:28][N:23]([CH2:22][CH2:21][N:7]2[C:8]3[C:3](=[C:2]([F:1])[CH:11]=[C:10]([F:12])[CH:9]=3)[CH:4]=[CH:5][C:6]2=[O:13])[CH2:24][C@H:25]1[OH:32])=[N+:30]=[N-:31] |f:1.2,5.6.7|. Procedure: 5,7-Difluoroquinolin-2(1H)-one (Intermediate 25) (389 mg, 2.15 mmol) was deprotonated with sodium hydride (95 mg, 60% in oil, 2.36 mmol) and alkylated with cis(±) 2-(4-azido-3-hydroxypiperidin-1-yl)ethyl methanesulfonate (Intermediate 44) (2.15 mmol) as described for Intermediate 20, except after 24 hours, potassium carbonate (100 mg, 0.72 mmol) was added and the resulting mixture was stirred for another 24 hours at room temperature to give the product as a colorless hard foam, 195 mg (26%). The reactants are C1(CC1)[C@@H](N[S@](=O)C(C)(C)C)C=1C=NC(=CC1)C(F)(F)F ((R)—N—((R)-Cyclopropyl(6-(trifluoromethyl)pyridin-3-yl)methyl)-2-methylpropane-2-sulfinamide), O1CCOCC1 (dioxane), C(C)O (ethanol), Cl (hydrogen chloride). Conditions: time 8 hour. Product: C1(CC1)[C@@H](N)C=1C=NC(=CC1)C(F)(F)F ((R)-Cyclopropyl(6-(trifluoromethyl)pyridin-3-yl)methanamine). RXN SMILES: [CH:1]1([C@H:4]([C:12]2[CH:13]=[N:14][C:15]([C:18]([F:21])([F:20])[F:19])=[CH:16][CH:17]=2)[NH:5][S@@](C(C)(C)C)=O)[CH2:3][CH2:2]1.C(O)C.Cl.O1CCOCC1>>[CH:1]1([C@H:4]([C:12]2[CH:13]=[N:14][C:15]([C:18]([F:21])([F:19])[F:20])=[CH:16][CH:17]=2)[NH2:5])[CH2:3][CH2:2]1. Procedure: (R)—N—((R)-Cyclopropyl(6-(trifluoromethyl)pyridin-3-yl)methyl)-2-methylpropane-2-sulfinamide (0.245 g, 0.000765 mol), ethanol (2.7 g, 0.059 mol), and 4.0 M of hydrogen chloride in dioxane (2.7 mL, 0.011 mol) were combined and stirred overnight. Reaction was concentrated to down to oil and then redissolved and washed with ethanol for 3 times, and concentrated. The residue was dried on the high vacuum overnight to obtain the title compound. Starting materials: CCCCNc1nc(N)c2nc(OC)n(CC3CCCOC3)c2n1, C1COCCO1, CO, Cl, [Na+], [OH-]. The product is CCCCNc1nc(N)c2[nH]c(=O)n(CC3CCCOC3)c2n1. As a reaction SMILES: [CH2:1]([CH2:2][CH2:3][CH3:4])[NH:5][c:6]1[n:7][c:8]([NH2:24])[c:9]2[n:10][c:11]([O:22][CH3:23])[n:12]([CH2:15][CH:16]3[CH2:17][O:18][CH2:19][CH2:20][CH2:21]3)[c:13]2[n:14]1.[CH2:30]1[O:31][CH2:32][CH2:33][O:34][CH2:35]1.[CH3:28][OH:29].[ClH:25].[Na+:27].[OH-:26]>>[CH2:1]([CH2:2][CH2:3][CH3:4])[NH:5][c:6]1[n:7][c:8]([NH2:24])[c:9]2[nH:10][c:11](=[O:22])[n:12]([CH2:15][CH:16]3[CH2:17][O:18][CH2:19][CH2:20][CH2:21]3)[c:13]2[n:14]1. Starting materials: CC#CCO, [Cl-], CC(C)(CBr)COc1cc(Cl)ncn1, [H-], [NH4+], [Na+], C1CCOC1. The product is CC#CCOc1cc(OCC(C)(C)CBr)ncn1. Reaction SMILES: [CH2:3]([C:4]#[C:5][CH3:6])[OH:7].[Cl-:22].[Cl:8][c:9]1[n:10][cH:11][n:12][c:13]([O:15][CH2:16][C:17]([CH2:18][Br:19])([CH3:20])[CH3:21])[cH:14]1.[H-:1].[NH4+:23].[Na+:2].[O:24]1[CH2:25][CH2:26][CH2:27][CH2:28]1>>[CH2:3]([C:4]#[C:5][CH3:6])[O:7][c:9]1[n:10][cH:11][n:12][c:13]([O:15][CH2:16][C:17]([CH2:18][Br:19])([CH3:20])[CH3:21])[cH:14]1. Reactants: COC(=O)c1cnc(Cl)c(-c2ccc(Cl)cc2)c1, Cl, C1CCOC1, O. Yields the product O=C(O)c1cnc(Cl)c(-c2ccc(Cl)cc2)c1. As a reaction SMILES: [CH3:1][O:2][C:3]([c:4]1[cH:5][n:6][c:7]([Cl:17])[c:8](-[c:10]2[cH:11][cH:12][c:13]([Cl:16])[cH:14][cH:15]2)[cH:9]1)=[O:18].[ClH:19].[O:20]1[CH2:21][CH2:22][CH2:23][CH2:24]1.[OH2:25]>>[O:2]=[C:3]([c:4]1[cH:5][n:6][c:7]([Cl:17])[c:8](-[c:10]2[cH:11][cH:12][c:13]([Cl:16])[cH:14][cH:15]2)[cH:9]1)[OH:18].